From a dataset of the Open Reaction Database (ORD), a public repository of structured organic reaction records. describe an organic reaction: reactants, conditions, products, and yield Starting materials: BrC1=CC=C(SC)C=C1. The reagents and catalysts are FC(F)(F)C1OB(OC1)C=2C=CC=CC2C=3C=NC(=CC3)C4=NC=CC=C4, O1B(OC(C)(C)C1(C)C)B2OC(C)(C)C(O2)(C)C, C[OH2+].C[OH2+].C1CC=CCCC=C1.C1CC=CCCC=C1.[Ir].[Ir]. Solvent: C=1C=C(C=CC1C)C. Conditions: temperature 55 celsius, time 24 hour. The product is BrC1=CC=C(SC)C(=C1)B2OC(C)(C)C(O2)(C)C, BrC1=CC=C(SC)C=C1B2OC(C)(C)C(O2)(C)C. Yield: 11.0%. Procedure: Ligand 3f: A mixture of ortho- and meta-borylated products (139 mg, 85% yield, ortho/meta + para = 6.6); ortho-borylated product 4f was obtained by further purification by GPC (101 mg, 62% yield), yellow solid (mp. 88-90 oC) Reactants: ClC=1C=C2CCC(C2=CC1)=NN(C)C (N′-(5-chloroindan-1-ylidene)-N,N-dimethylhydrazine), solution, C(C)(C)[N-]C(C)C.[Li+] (lithium diisopropylamide), CI (methyl iodide), O (water). The solvent is O1CCCC1 (THF), O1CCCC1.CCCCCCC.C(C)C1=CC=CC=C1 (THF heptane ethylbenzene), O1CCCC1 (tetrahydrofuran). Reaction conditions: temperature -40 celsius, time 3 hour. The product is ClC=1C=C2CC(C(C2=CC1)=NN(C)C)C (N′-(5-chloro-2-methylindan-1-ylidene)-N,N-dimethylhydrazine). As a reaction SMILES: [CH:1]([N-]C(C)C)(C)C.[Li+].[Cl:9][C:10]1[CH:11]=[C:12]2[C:16](=[CH:17][CH:18]=1)[C:15](=[N:19][N:20]([CH3:22])[CH3:21])[CH2:14][CH2:13]2.CI.O>O1CCCC1.CCCCCCC.C(C1C=CC=CC=1)C.O1CCCC1>[Cl:9][C:10]1[CH:11]=[C:12]2[C:16](=[CH:17][CH:18]=1)[C:15](=[N:19][N:20]([CH3:22])[CH3:21])[CH:14]([CH3:1])[CH2:13]2 |f:0.1,5.6.7|. Procedure details: 33.1 ml of a 2M solution of lithium diisopropylamide in THF/heptane/ethylbenzene are added dropwise to 300 ml of dry tetrahydrofuran (THF) under argon. At −70° C., 12 g of N′-(5-chloroindan-1-ylidene)-N,N-dimethylhydrazine, dissolved in 100 ml of dry THF, are added dropwise to this solution. After the reaction mixture has been stirred at −70° C. for 1 h and at −40° C. for a further 3 h, 3.882 ml of methyl iodide are added dropwise and the mixture is stirred further overnight. 200 ml of water are... Starting materials: C(C)(C)(C)OC(=O)N1CC(C1)N1C(=NC=C1)C=1SC=2CCOC3=C(C2N1)C=CC(=C3)C=3C=NN(C3)CC(C)(C)O (3-(2-{8-[1-(2-Hydroxy-2-methyl-propyl)-1H-pyrazol-4-yl]-4,5-dihydro-6-oxa-3-thia-1-aza-benzo[e]azulen-2-yl}-imidazol-1-yl)-azetidine-1-carboxylic acid tert-butyl ester), CN(C=O)C (N,N-Dimethylformamide), ClN1C(CCC1=O)=O (N-Chlorosuccinimide), Cl (Hydrogen chloride). Solvent: O (Water). Conditions: time 4 hour. Yields the product C(C)(C)(C)OC(=O)N1CC(C1)N1C(=NC=C1Cl)C=1SC=2CCOC3=C(C2N1)C=CC(=C3)C=3C=NN(C3)CC(C)(C)O (3-(5-Chloro-2-{8-[1-(2-hydroxy-2-methyl-propyl)-1H-pyrazol-4-yl]-4,5-dihydro-6-oxa-3-thia-1-aza-benzo[e]azulen-2-yl}-imidazol-1-yl)-azetidine-1-carboxylic acid tert-butyl ester). Isolated yield 75.0%. As a reaction SMILES: [C:1]([O:5][C:6]([N:8]1[CH2:11][CH:10]([N:12]2[CH:16]=[CH:15][N:14]=[C:13]2[C:17]2[S:18][C:19]3[CH2:20][CH2:21][O:22][C:23]4[CH:30]=[C:29]([C:31]5[CH:32]=[N:33][N:34]([CH2:36][C:37]([OH:40])([CH3:39])[CH3:38])[CH:35]=5)[CH:28]=[CH:27][C:24]=4[C:25]=3[N:26]=2)[CH2:9]1)=[O:7])([CH3:4])([CH3:3])[CH3:2].CN(C)C=O.[Cl:46]N1C(=O)CCC1=O.Cl>O>[C:1]([O:5][C:6]([N:8]1[CH2:9][CH:10]([N:12]2[C:16]([Cl:46])=[CH:15][N:14]=[C:13]2[C:17]2[S:18][C:19]3[CH2:20][CH2:21][O:22][C:23]4[CH:30]=[C:29]([C:31]5[CH:32]=[N:33][N:34]([CH2:36][C:37]([OH:40])([CH3:39])[CH3:38])[CH:35]=5)[CH:28]=[CH:27][C:24]=4[C:25]=3[N:26]=2)[CH2:11]1)=[O:7])([CH3:4])([CH3:3])[CH3:2]. Procedure details: To a solution of 3-(2-{8-[1-(2-Hydroxy-2-methyl-propyl)-1H-pyrazol-4-yl]-4,5-dihydro-6-oxa-3-thia-1-aza-benzo[e]azulen-2-yl}-imidazol-1-yl)-azetidine-1-carboxylic acid tert-butyl ester (90.0 mg, 0.179 mmol) in N,N-Dimethylformamide (3.35 mL, 43.3 mmol) was added N-Chlorosuccinimide (19 mg, 0.14 mmol) and 1.00 M of Hydrogen chloride in Water (0.018 mL). The reaction was stirred at rt 4 h. the reaction was quenched with water then extracted with EtOAc 3×. The organic layer was dried Na2SO4, concen... Reactants: O=C([O-])[O-], O=S(=O)(c1cccc2ccccc12)c1n[nH]c2c(OCCCl)cc(F)cc12, Clc1cccc(CBr)c1, [Cs+], [Cs+], CN(C)C=O, O. Product: O=S(=O)(c1cccc2ccccc12)c1nn(Cc2cccc(Cl)c2)c2c(OCCCl)cc(F)cc12. As a reaction SMILES: [C:37](=[O:38])([O-:39])[O-:40].[Cl:1][CH2:2][CH2:3][O:4][c:5]1[cH:6][c:7]([F:27])[cH:8][c:9]2[c:10]([S:14](=[O:15])(=[O:16])[c:17]3[cH:18][cH:19][cH:20][c:21]4[cH:22][cH:23][cH:24][cH:25][c:26]34)[n:11][nH:12][c:13]12.[Cl:28][c:29]1[cH:30][c:31]([CH2:32][Br:33])[cH:34][cH:35][cH:36]1.[Cs+:41].[Cs+:42].[O:43]=[CH:44][N:45]([CH3:46])[CH3:47].[OH2:48]>>[Cl:1][CH2:2][CH2:3][O:4][c:5]1[cH:6][c:7]([F:27])[cH:8][c:9]2[c:10]([S:14](=[O:15])(=[O:16])[c:17]3[cH:18][cH:19][cH:20][c:21]4[cH:22][cH:23][cH:24][cH:25][c:26]34)[n:11][n:12]([CH2:32][c:31]3[cH:30][c:29]([Cl:28])[cH:36][cH:35][cH:34]3)[c:13]12. Starting materials: Cc1ccccc1, Cc1cc(Cl)ccc1C=O, Nc1ccccc1. Yields the product Cc1cc(Cl)ccc1C=Nc1ccccc1. As a reaction SMILES: [CH3:18][c:19]1[cH:20][cH:21][cH:22][cH:23][cH:24]1.[Cl:1][c:2]1[cH:3][c:4]([CH3:10])[c:5]([CH:6]=[O:7])[cH:8][cH:9]1.[NH2:11][c:12]1[cH:13][cH:14][cH:15][cH:16][cH:17]1>>[Cl:1][c:2]1[cH:3][c:4]([CH3:10])[c:5]([CH:6]=[N:11][c:12]2[cH:13][cH:14][cH:15][cH:16][cH:17]2)[cH:8][cH:9]1. Reactants: C(C)(=O)NC=1SC(=C(N1)C)S(=O)(=O)NC[C@H](NC(C1=C(C=C(C=C1)C(=O)N[C@H](C)C1=CC=CC2=CC=CC=C12)Cl)=O)C(=O)O (3-[(2-acetamido-4-methylthiazol-5-yl)sulfonyl]amino-N-[2-chloro-4-[[[(1R)-1-(1-naphthalenyl)ethyl]amino]carbonyl]benzoyl]-L-alanine), ClC1=C(C(=O)N[C@@H](CNC(=O)C=2SC=CC2)C(=O)O)C(=CC(=C1)C(=O)N[C@H](C)C1=CC=CC2=CC=CC=C12)Cl (N-[2,6-dichloro-4-[[[(1R)-1-(1-naphthalenyl)ethyl]amino]carbonyl]benzoyl]-3-[(thiophene-2-carbonyl)amino]-L-alanine), CC1=C(C(=O)N[C@@H](CNC(=O)C=2SC=CC2)C(=O)O)C(=CC(=C1)C(=O)N[C@H](C)C1=CC=CC2=CC=CC=C12)C (N-[2,6-dimethyl-4-[[[(1R)-1-(1-naphthalenyl)ethyl]amino]carbonyl]benzoyl]-3-(thiophene-2-carbonyl)amino-L-alanine), BrC1=C(C(=O)N[C@@H](CNC(=O)C=2SC=CC2)C(=O)O)C=CC(=C1)C(=O)N[C@H](C)C1=CC=CC2=CC=CC=C12 (N-[2-bromo-4-[[[(1R)-1-(1-naphthalenyl)ethyl]amino]carbonyl]benzoyl]-3-(thiophene-2-carbonyl)amino-L-alanine). Yields the product C(CCC)S(=O)(=O)NC[C@H](NC(C1=C(C=C(C=C1)C(=O)N[C@H](C)C1=CC=CC2=CC=CC=C12)Cl)=O)C(=O)O (3-(1-butanesulfonyl)amino-N-[2-chloro-4-[[[(1R)-1-(1-naphthalenyl)ethyl]amino]carbonyl]benzoyl]-L-alanine). As a reaction SMILES: C(NC1S[C:7]([S:11]([NH:14][CH2:15][C@@H:16]([C:42]([OH:44])=[O:43])[NH:17][C:18](=[O:41])[C:19]2[CH:24]=[CH:23][C:22]([C:25]([NH:27][C@@H:28]([C:30]3[C:39]4[C:34](=[CH:35][CH:36]=[CH:37][CH:38]=4)[CH:33]=[CH:32][CH:31]=3)[CH3:29])=[O:26])=[CH:21][C:20]=2[Cl:40])(=[O:13])=[O:12])=[C:8]([CH3:10])N=1)(=O)C.[CH3:45]C1C=C(C(N[C@@H](C2C3C(=CC=CC=3)C=CC=2)C)=O)C=C(C)C=1C(N[C@H](C(O)=O)CNC(C1SC=CC=1)=O)=O.BrC1C=C(C(N[C@@H](C2C3C(=CC=CC=3)C=CC=2)C)=O)C=CC=1C(N[C@H](C(O)=O)CNC(C1SC=CC=1)=O)=O.ClC1C=C(C(N[C@@H](C2C3C(=CC=CC=3)C=CC=2)C)=O)C=C(Cl)C=1C(N[C@H](C(O)=O)CNC(C1SC=CC=1)=O)=O>>[CH2:7]([S:11]([NH:14][CH2:15][C@@H:16]([C:42]([OH:44])=[O:43])[NH:17][C:18](=[O:41])[C:19]1[CH:24]=[CH:23][C:22]([C:25]([NH:27][C@@H:28]([C:30]2[C:39]3[C:34](=[CH:35][CH:36]=[CH:37][CH:38]=3)[CH:33]=[CH:32][CH:31]=2)[CH3:29])=[O:26])=[CH:21][C:20]=1[Cl:40])(=[O:12])=[O:13])[CH2:8][CH2:10][CH3:45]. Procedure: 3-[(2-acetamido-4-methylthiazol-5-yl)sulfonyl]amino-N-[2-chloro-4-[[[(1R)-1-(1-naphthalenyl)ethyl]amino]carbonyl]benzoyl]-L-alanine; N-[2,6-dimethyl-4-[[[(1R)-1-(1-naphthalenyl)ethyl]amino]carbonyl]benzoyl]-3-(thiophene-2-carbonyl)amino-L-alanine; N-[2-bromo-4-[[[(1R)-1-(1-naphthalenyl)ethyl]amino]carbonyl]benzoyl]-3-(thiophene-2-carbonyl)amino-L-alanine), and N-[2,6-dichloro-4-[[[(1R)-1-(1-naphthalenyl)ethyl]amino]carbonyl]benzoyl]-3-[(thiophene-2-carbonyl)amino]-L-alanine; The reactants are CO, Nc1cc2c(cc1[N+](=O)[O-])CCC2, [O-][n+]1nc(NCCCN2CCOCC2)nc2cc3c(cc21)CCC3. Product: [O-][n+]1nc(NCCCN2CCOCC2)[n+]([O-])c2cc3c(cc21)CCC3. As a reaction SMILES: [CH3:38][OH:39].[N+:25](=[O:26])([c:27]1[cH:28][c:29]2[c:30]([cH:34][c:35]1[NH2:36])[CH2:31][CH2:32][CH2:33]2)[O-:37].[O:1]1[CH2:2][CH2:3][N:4]([CH2:7][CH2:8][CH2:9][NH:10][c:11]2[n:12][n+:13]([O-:24])[c:14]3[c:15]([n:16]2)[cH:17][c:18]2[c:22]([cH:23]3)[CH2:21][CH2:20][CH2:19]2)[CH2:5][CH2:6]1>>[O:1]1[CH2:2][CH2:3][N:4]([CH2:7][CH2:8][CH2:9][NH:10][c:11]2[n:12][n+:13]([O-:24])[c:14]3[c:15]([n+:16]2[O-:26])[cH:17][c:18]2[c:22]([cH:23]3)[CH2:21][CH2:20][CH2:19]2)[CH2:5][CH2:6]1.